This data is from the Open Reaction Database (ORD), a public repository of structured organic reaction records. The task is: describe an organic reaction: reactants, conditions, products, and yield Reactants: BrC1=CC=C2CCNC(C2=C1)=O (7-bromo-3,4-dihydro-1(2H)-isoquinolinone), C(=C)B1OB(OB(O1)C=C)C=C (2,4,6-trivinylcyclotriboroxane), O (water), O (water), C(=O)([O-])[O-].[K+].[K+] (K2CO3). Reagents/catalysts: C=1C=CC(=CC1)[P](C=2C=CC=CC2)(C=3C=CC=CC3)[Pd]([P](C=4C=CC=CC4)(C=5C=CC=CC5)C=6C=CC=CC6)([P](C=7C=CC=CC7)(C=8C=CC=CC8)C=9C=CC=CC9)[P](C=1C=CC=CC1)(C=1C=CC=CC1)C=1C=CC=CC1 (tetrakis(triphenylphosphine)palladium(0)). The solvent is COCCOC (1,2-dimethoxyethane). Yields the product C(=C)C1=CC=C2CCNC(C2=C1)=O (7-ethenyl-3,4-dihydro-1(2H)-isoquinolinone). Isolated yield 88.0%. As a reaction SMILES: Br[C:2]1[CH:11]=[C:10]2[C:5]([CH2:6][CH2:7][NH:8][C:9]2=[O:12])=[CH:4][CH:3]=1.[CH:13](B1OB(C=C)OB(C=C)O1)=[CH2:14].C([O-])([O-])=O.[K+].[K+].O>COCCOC.C1C=CC([P]([Pd]([P](C2C=CC=CC=2)(C2C=CC=CC=2)C2C=CC=CC=2)([P](C2C=CC=CC=2)(C2C=CC=CC=2)C2C=CC=CC=2)[P](C2C=CC=CC=2)(C2C=CC=CC=2)C2C=CC=CC=2)(C2C=CC=CC=2)C2C=CC=CC=2)=CC=1>[CH:13]([C:2]1[CH:11]=[C:10]2[C:5]([CH2:6][CH2:7][NH:8][C:9]2=[O:12])=[CH:4][CH:3]=1)=[CH2:14] |f:2.3.4,^1:41,43,62,81|. Procedure details: A solution of 7-bromo-3,4-dihydro-1(2H)-isoquinolinone (0.679 g, 3.004 mmol) and tetrakis(triphenylphosphine)palladium(0) (174 mg, 0.150 mmol) in 1,2-dimethoxyethane (30 ml) was stirred at room temperature for 0.5 h before addition of 2,4,6-trivinylcyclotriboroxane.pyridine complex (for a synthesis see Kerins, Fergal; O'Shea, Donal F. J. Org. Chem. (2002), 67(14), 4968) (295 mg, 1.218 mmol), K2CO3 (415 mg, 3.004 mmol) and water (10 ml). The reaction was heated at reflux for 1.5 h before cooling ... Reactants: C(C)(C)(C)OC(=O)N1CCC(CC1)NCC(C1=NC(=NC=C1)SC)O (4-[2-Hydroxy-2-(2-methylsulfanyl-pyrimidin-4-yl)-ethylamino]-piperidine-1-carboxylic acid tert-butyl ester), CCOC(=O)C (EtOAc), Cl (HCl). The solvent is O1CCOCC1 (dioxane). Run at time 8 hour. The product is Cl.Cl.CSC1=NC=CC(=N1)C(CNC1CCNCC1)O (1-(2-methylsulfanyl-pyrimidin-4-yl)-2-(piperidin-4-ylamino)-ethanol dihydrochloride salt). Yield: 93.2%. As a reaction SMILES: C(OC([N:8]1[CH2:13][CH2:12][CH:11]([NH:14][CH2:15][CH:16]([OH:25])[C:17]2[CH:22]=[CH:21][N:20]=[C:19]([S:23][CH3:24])[N:18]=2)[CH2:10][CH2:9]1)=O)(C)(C)C.CCOC(C)=O.[ClH:32]>O1CCOCC1>[ClH:32].[ClH:32].[CH3:24][S:23][C:19]1[N:18]=[C:17]([CH:16]([OH:25])[CH2:15][NH:14][CH:11]2[CH2:10][CH2:9][NH:8][CH2:13][CH2:12]2)[CH:22]=[CH:21][N:20]=1 |f:4.5.6|. Procedure: 4-[2-Hydroxy-2-(2-methylsulfanyl-pyrimidin-4-yl)-ethylamino]-piperidine-1-carboxylic acid tert-butyl ester (510.0 mg, 1.387 mmol) was dissolved into 3 mL of EtOAc and 3 mL of 4.0 M HCl in dioxane was added. The mixture was allowed to stir overnight with a white precipitate forming. The precipitate was triturated with 3×10 mL of EtOAc and dried under vacuum to give 441.4 mg, 93.2% of crude 1-(2-methylsulfanyl-pyrimidin-4-yl)-2-(piperidin-4-ylamino)-ethanol dihydrochloride salt. The material was c...